Dataset: the Open Reaction Database (ORD), a public repository of structured organic reaction records. Task: describe an organic reaction: reactants, conditions, products, and yield Starting materials: O=C(C1CC1)N1CCC(Cc2n[nH]c(=O)n2-c2ccc(Br)cc2F)C1, O=C([O-])[O-], CC1(C)OB(c2ccc3occc3c2)OC1(C)C, [K+], [K+], C1COCCO1. The product is O=C(C1CC1)N1CCC(Cc2n[nH]c(=O)n2-c2ccc(-c3ccc4occc4c3)cc2F)C1. RXN SMILES: [Br:1][c:2]1[cH:3][c:4]([F:25])[c:5](-[n:8]2[c:9](=[O:24])[nH:10][n:11][c:12]2[CH2:13][CH:14]2[CH2:15][N:16]([C:19](=[O:20])[CH:21]3[CH2:22][CH2:23]3)[CH2:17][CH2:18]2)[cH:6][cH:7]1.[C:44](=[O:45])([O-:46])[O-:47].[CH3:26][C:27]1([CH3:28])[C:29]([CH3:30])([CH3:31])[O:32][B:33]([c:34]2[cH:35][cH:36][c:37]3[c:38]([cH:39][cH:40][o:41]3)[cH:42]2)[O:43]1.[K+:48].[K+:49].[O:50]1[CH2:51][CH2:52][O:53][CH2:54][CH2:55]1>>[c:2]1(-[c:34]2[cH:35][cH:36][c:37]3[c:38]([cH:39][cH:40][o:41]3)[cH:42]2)[cH:3][c:4]([F:25])[c:5](-[n:8]2[c:9](=[O:24])[nH:10][n:11][c:12]2[CH2:13][CH:14]2[CH2:15][N:16]([C:19](=[O:20])[CH:21]3[CH2:22][CH2:23]3)[CH2:17][CH2:18]2)[cH:6][cH:7]1. Starting materials: C(C)(=O)C1C(OCC1)=O (3-acetyl-4,5-dihydro-2(3H)-furanone), 17, COC=1C=CC(=NC1)N (5-methoxy-2-pyridinamine), P(=O)(Cl)(Cl)Cl (phosphoryl chloride), [OH-].[NH4+] (ammonium hydroxide). The solvent is CC1=CC=CC=C1 (methylbenzene). Conditions: temperature 60 celsius, time 2 hour. The product is 10, ClCCC1=C(N=C2N(C1=O)C=C(C=C2)OC)C (3-(2-chloroethyl)-7-methoxy-2-methyl-4H-pyrido-[1,2-a]pyrimidin-4-one). Yield: 30.4%. Reaction SMILES: [CH3:1][O:2][C:3]1[CH:4]=[CH:5][C:6]([NH2:9])=[N:7][CH:8]=1.P(Cl)(Cl)([Cl:12])=O.[C:15]([CH:18]1[CH2:22][CH2:21][O:20][C:19]1=O)(=O)[CH3:16].[OH-].[NH4+]>CC1C=CC=CC=1>[Cl:12][CH2:21][CH2:22][C:18]1[C:19](=[O:20])[N:7]2[CH:8]=[C:3]([O:2][CH3:1])[CH:4]=[CH:5][C:6]2=[N:9][C:15]=1[CH3:16] |f:3.4|. Reported procedure: A mixture of 17 parts of 5-methoxy-2-pyridinamine, 61 parts of phosphoryl chloride and 348 parts of methylbenzene was stirred for 2 hours at 60° C. 18 Parts of 3-acetyl-4,5-dihydro-2(3H)-furanone were added and the reaction mixture was stirred overnight at 90° C. The whole was poured into crushed ice and treated with ammonium hydroxide. The product was extracted with trichloromethane. The extract was dried, filtered and evaporated. The residue was stirred in a mixture of hexane and ethyl acetate... Starting materials: C(C)(C)(C)OC(=O)N1CCC(CC1)CNC1=NC=CN=C1OC (4-[(3-Methoxy-pyrazin-2-ylamino)-methyl]-piperidine-1-carboxylic acid tert-butyl ester), N1=CC=CC=C1 (pyridine), BrBr (bromine). The solvent is C(Cl)(Cl)Cl (chloroform), C(Cl)(Cl)Cl (chloroform), O (water). Yields the product C(C)(C)(C)OC(=O)N1CCC(CC1)CNC1=NC=C(N=C1OC)Br (4-[(5-Bromo-3-methoxy-pyrazin-2-ylamino)-methyl]-piperidine-1-carboxylic acid tert-butyl ester). RXN SMILES: [C:1]([O:5][C:6]([N:8]1[CH2:13][CH2:12][CH:11]([CH2:14][NH:15][C:16]2[C:21]([O:22][CH3:23])=[N:20][CH:19]=[CH:18][N:17]=2)[CH2:10][CH2:9]1)=[O:7])([CH3:4])([CH3:3])[CH3:2].N1C=CC=CC=1.[Br:30]Br>C(Cl)(Cl)Cl.O>[C:1]([O:5][C:6]([N:8]1[CH2:9][CH2:10][CH:11]([CH2:14][NH:15][C:16]2[C:21]([O:22][CH3:23])=[N:20][C:19]([Br:30])=[CH:18][N:17]=2)[CH2:12][CH2:13]1)=[O:7])([CH3:4])([CH3:3])[CH3:2]. Procedure: To 4-[(3-methoxy-pyrazin-2-ylamino)-methyl]-piperidine-1-carboxylic acid tert-butyl ester (EXAMPLE 127, STEP 2) (2.0 g, 0.0062 mol) in chloroform (160 mL) and under nitrogen was added pyridine (0.528 mL, 0.0064 mol), followed by a slow addition (˜1 h) of a solution of bromine (1.044 g, 0.0064 mol) in chloroform (16 mL). The reaction was diluted with water (100 mL) and the organic layer removed, dried over sodium sulfate, filtered and concentrated to an oil. The oil was chromatographed on silica ... Starting materials: CSC1=CC=C(C=O)C=C1 (4-(methylthio)benzaldehyde), C(CN)N (ethylene diamine), C(=O)([O-])[O-].[K+].[K+] (K2CO3), II (I2). The solvent is CC(C)(C)O (t-BuOH). Conditions: time 30 minute. Yields the product CSC1=CC=C(C=C1)C=1NCCN1 (2-(4-(methylthio)phenyl)-4,5-dihydro-1H-imidazole). RXN SMILES: [CH3:1][S:2][C:3]1[CH:10]=[CH:9][C:6]([CH:7]=O)=[CH:5][CH:4]=1.[CH2:11]([NH2:14])[CH2:12][NH2:13].C([O-])([O-])=O.[K+].[K+].II>CC(O)(C)C>[CH3:1][S:2][C:3]1[CH:10]=[CH:9][C:6]([C:7]2[NH:13][CH2:12][CH2:11][N:14]=2)=[CH:5][CH:4]=1 |f:2.3.4|. Procedure: To a solution of 4-(methylthio)benzaldehyde (1-Im-1, 10 g, 1.0 eq) in 1000 mL of t-BuOH, ethylene diamine (1.1 eq) was added. The mixture was stirred at rt under Ar for 30 min, then K2CO3 (3.0 eq) and I2 (1.25 eq) were added to the mixture. This mixture was stirred at 70° C. for 3 h, then was quenched with aqueous Na2SO3 until the color of iodine disappeared, then extracted with CHCl3. The organic layer was washed with NaHCO3 and brine and dried with Na2SO4. The solvent was removed to give 2-(4-... Reactants: FC1=C(C(=C(C=2C(C3=CC=CC=C3C(C12)=O)=O)F)F)F (1,2,3,4-Tetrafluoroanthraquinone), C(C)(C)C1=C(N)C(=CC=C1)C(C)C (2,6-diisopropylaniline), C(C)(C)C1=C(N)C(=CC=C1)C(C)C (2,6-diisopropylaniline). Conditions: time 6 hour. Product: C(C)(C)C1=C(NC2=C(C=3C(C4=CC=CC=C4C(C3C(=C2NC2=C(C=CC=C2C(C)C)C(C)C)F)=O)=O)F)C(=CC=C1)C(C)C (2,3-bis(2,6-diisopropylanilino)-1,4-difluoroanthraquinone). Yield: 69.7%. Reaction SMILES: [F:1][C:2]1[C:15]2[C:14](=[O:16])[C:13]3[C:8](=[CH:9][CH:10]=[CH:11][CH:12]=3)[C:7](=[O:17])[C:6]=2[C:5]([F:18])=[C:4](F)[C:3]=1F.[CH:21]([C:24]1[CH:30]=[CH:29][CH:28]=[C:27]([CH:31]([CH3:33])[CH3:32])[C:25]=1[NH2:26])([CH3:23])[CH3:22]>>[CH:31]([C:27]1[CH:28]=[CH:29][CH:30]=[C:24]([CH:21]([CH3:23])[CH3:22])[C:25]=1[NH:26][C:3]1[C:4]([NH:26][C:25]2[C:27]([CH:31]([CH3:32])[CH3:33])=[CH:28][CH:29]=[CH:30][C:24]=2[CH:21]([CH3:23])[CH3:22])=[C:5]([F:18])[C:6]2[C:7](=[O:17])[C:8]3[C:13](=[CH:12][CH:11]=[CH:10][CH:9]=3)[C:14](=[O:16])[C:15]=2[C:2]=1[F:1])([CH3:33])[CH3:32]. Procedure details: 2 g of 1,2,3,4-Tetrafluoroanthraquinone and 25 g of 2,6-diisopropylaniline were charged in a 50 cc, four necked flask and the reaction was carried out at 180° C. for about 6 hours. After completion of reaction, 2,6-diisopropylaniline was distilled out from the reaction solution and a column purification using a column with a silica gel was effected to give rise to 2.96 g of 2,3-bis(2,6-diisopropylanilino)-1,4-difluoroanthraquinone (Dye 24') (yield 69.7 mol %). The physical properties of Dye 24' ... The reactants are [BH4-].[Na+] (Sodium borohydride), ice, C(=O)(OCC)C=1SC=C(N1)C1CCCCCC1 (2-carboethoxy-4-cycloheptylthiazole). Solvent: C(C)O (ethyl alcohol). Product: C1(CCCCCC1)C=1N=C(SC1)CO (4-cycloheptyl-2-thiazolemethanol). Isolated yield 87.8%. Reaction SMILES: [BH4-].[Na+].[C:3]([C:8]1[S:9][CH:10]=[C:11]([CH:13]2[CH2:19][CH2:18][CH2:17][CH2:16][CH2:15][CH2:14]2)[N:12]=1)(OCC)=[O:4]>C(O)C>[CH:13]1([C:11]2[N:12]=[C:8]([CH2:3][OH:4])[S:9][CH:10]=2)[CH2:14][CH2:15][CH2:16][CH2:17][CH2:18][CH2:19]1 |f:0.1|. Procedure: Sodium borohydride (6.4 g) was added in one portion to an ice cold solution composed of 25.4 g of 2-carboethoxy-4-cycloheptylthiazole and 200 ml of ethyl alcohol. The ice bath was removed after 30 min and the reaction mixture was allowed to warm to room temperature. After 16 hr the reaction mixture was diluted with 400 ml of ice water and extracted with methylene chloride. The combined extracts were washed with brine, dried (MgSO4) and concentrated in vacuo to yield 18.6 g of 4-cycloheptyl-2-thi... Starting materials: CCn1cc(C(=O)OCc2ccc([N+](=O)[O-])cc2)c(=O)c2cc(F)c(N3CCN(C=NC4C(=O)N5C(C(=O)O)=C(COC(C)=O)CSC45)CC3)cc21, [Na], C1CCOC1, O. Yields the product [Na], CCn1cc(C(=O)O)c(=O)c2cc(F)c(N3CCN(C=NC4C(=O)N5C(C(=O)O)=C(COC(C)=O)CSC45)CC3)cc21. RXN SMILES: [N+:2]([c:3]1[cH:4][cH:5][c:6]([CH2:7][O:12][C:13](=[O:14])[c:15]2[cH:16][n:17]([CH2:52][CH3:53])[c:18]3[cH:19][c:20]([N:27]4[CH2:28][CH2:29][N:30]([CH:33]=[N:34][CH:35]5[CH:36]6[S:37][CH2:38][C:39]([CH2:47][O:48][C:49]([CH3:50])=[O:51])=[C:40]([C:44](=[O:45])[OH:46])[N:41]6[C:42]5=[O:43])[CH2:31][CH2:32]4)[c:21]([F:26])[cH:22][c:23]3[c:24]2=[O:25])[cH:8][cH:9]1)([O-:10])=[O:11].[Na:1].[O:55]1[CH2:56][CH2:57][CH2:58][CH2:59]1.[OH2:54]>>[Na:1].[O:12]=[C:13]([OH:14])[c:15]1[cH:16][n:17]([CH2:52][CH3:53])[c:18]2[cH:19][c:20]([N:27]3[CH2:28][CH2:29][N:30]([CH:33]=[N:34][CH:35]4[CH:36]5[S:37][CH2:38][C:39]([CH2:47][O:48][C:49]([CH3:50])=[O:51])=[C:40]([C:44](=[O:45])[OH:46])[N:41]5[C:42]4=[O:43])[CH2:31][CH2:32]3)[c:21]([F:26])[cH:22][c:23]2[c:24]1=[O:25]. Starting materials: S(=O)(Cl)Cl (Thionyl chloride), OCCC(C#N)C1=C(C=CC=C1)C(F)(F)F (4-Hydroxy-2-(2-trifluoromethylphenyl) butyronitrile), O (Water). Run in N1=CC=CC=C1 (pyridine). Reaction conditions: temperature 60 celsius, time 4 hour. Product: ClCCC(C#N)C1=C(C=CC=C1)C(F)(F)F (4-chloro-2-(2-trifluoromethylphenyl)butyronitrile). Reaction SMILES: O[CH2:2][CH2:3][CH:4]([C:7]1[CH:12]=[CH:11][CH:10]=[CH:9][C:8]=1[C:13]([F:16])([F:15])[F:14])[C:5]#[N:6].S(Cl)([Cl:19])=O.O>N1C=CC=CC=1>[Cl:19][CH2:2][CH2:3][CH:4]([C:7]1[CH:12]=[CH:11][CH:10]=[CH:9][C:8]=1[C:13]([F:16])([F:15])[F:14])[C:5]#[N:6]. Procedure details: 4-Hydroxy-2-(2-trifluoromethylphenyl) butyronitrile (2.6 g) was dissolved in pyridine (10 mL). Thionyl chloride (2.1 mL) was carefully added and the mixture was heated with stirring at 60° C. for four hours. Water was added to the reaction solution, followed by extraction with ethyl acetate. The resulting organic layer was washed with brine and then dried over anhydrous sodium sulfate. The drying agent was separated by filtration, and then the organic layer was concentrated under reduced pressur... Starting materials: Cc1nc(NC(=O)OC(C)(C)C)sc1C#C[Si](C)(C)C, CO, [K+], [K+], O=C([O-])[O-]. Yields the product C#Cc1sc(NC(=O)OC(C)(C)C)nc1C. RXN SMILES: [C:1]([CH3:2])([CH3:3])([CH3:4])[O:5][C:6]([NH:7][c:8]1[s:9][c:10]([C:14]#[C:15][Si:16]([CH3:17])([CH3:18])[CH3:19])[c:11]([CH3:13])[n:12]1)=[O:20].[CH3:27][OH:28].[K+:21].[K+:22].[O-:23][C:24]([O-:25])=[O:26]>>[C:1]([CH3:2])([CH3:3])([CH3:4])[O:5][C:6]([NH:7][c:8]1[s:9][c:10]([C:14]#[CH:15])[c:11]([CH3:13])[n:12]1)=[O:20]. The reactants are C(CO)(=O)OC (methyl glycolate), C(C)(C)N(C(C)C)CC (N,N-diisopropylethylamine), ClC(=O)OC(C)Cl (1-chloroethyl chloroformate). Run in O1CCCC1 (tetrahydrofuran). Run at time 3 hour. Product: ClC(C)OC(=O)OCC(=O)OC (1--METHYL (1-CHLOROETHOXY)CARBONYLOXYACETATE). RXN SMILES: [C:1]([O:5][CH3:6])(=[O:4])[CH2:2][OH:3].C(N(CC)C(C)C)(C)C.Cl[C:17]([O:19][CH:20]([Cl:22])[CH3:21])=[O:18]>O1CCCC1>[Cl:22][CH:20]([O:19][C:17]([O:3][CH2:2][C:1]([O:5][CH3:6])=[O:4])=[O:18])[CH3:21]. Procedure: To an ice-water bath cooled solution of methyl glycolate (13.5 mL) and N,N-diisopropylethylamine (30.46 mL) in tetrahydrofuran (180 mL) was added dropwise with stirring 25.0 g of 1-chloroethyl chloroformate. The 0° C. bath was removed, and the mixture stirred for an additional 3 hr. After filtration to remove insoluble amine hydrochloride, the THF solution was evaporated under reduced pressure. The residue was dissolved in a mixture of ethyl acetate and water. The ethyl acetate layer was separat...